This data is from the Open Reaction Database (ORD), a public repository of structured organic reaction records. The task is: describe an organic reaction: reactants, conditions, products, and yield The reactants are COc1cc(OC)c2c(c1)N(C(c1ccccc1)c1ccccc1)C(=O)C21COc2cc3c(cc21)OCCO3, COc1cc2c(cc1C)C1(CO2)C(=O)N(C(c2ccccc2)c2ccccc2)c2ccccc21. Yields the product COc1cc2c(c(OC)c1)C1(COc3cc4c(cc31)OCCO4)C(=O)N2. As a reaction SMILES: [c:1]1([CH:2]([c:3]2[cH:4][cH:5][cH:6][cH:7][cH:34]2)[N:8]2[C:9](=[O:33])[C:10]3([CH2:11][O:12][c:13]4[cH:14][c:15]5[c:16]([cH:21][c:22]43)[O:17][CH2:18][CH2:19][O:20]5)[c:23]3[c:24]([O:31][CH3:32])[cH:25][c:26]([O:29][CH3:30])[cH:27][c:28]32)[cH:35][cH:36][cH:37][cH:38][cH:39]1.[c:40]1([CH:41]([c:42]2[cH:43][cH:44][cH:45][cH:46][cH:47]2)[N:48]2[c:49]3[c:50]([cH:51][cH:52][cH:53][cH:54]3)[C:55]3([c:56]4[cH:57][c:58]([CH3:59])[c:60]([O:61][CH3:62])[cH:63][c:64]4[O:65][CH2:66]3)[C:67]2=[O:68])[cH:69][cH:70][cH:71][cH:72][cH:73]1>>[NH:8]1[C:9](=[O:33])[C:10]2([CH2:11][O:12][c:13]3[cH:14][c:15]4[c:16]([cH:21][c:22]32)[O:17][CH2:18][CH2:19][O:20]4)[c:23]2[c:24]([O:31][CH3:32])[cH:25][c:26]([O:29][CH3:30])[cH:27][c:28]21.